The task is: describe an organic reaction: reactants, conditions, products, and yield. This data is from the Open Reaction Database (ORD), a public repository of structured organic reaction records. Reactants: [F-].C(CCC)[N+](CCCC)(CCCC)CCCC (Tetrabutylammonium fluoride), [N-]=C=O (isocyanate), C(C1=CC=CC=C1)OC=1C=C(C=CC1N1S(N(C(C1)=O)CC[Si](C)(C)C)(=O)=O)/C=C/CCN1C(C2=CC=CC=C2C1=O)=O (2-((E)-4-{3-benzyloxy-4-[1,1,4-trioxo-5-(2-trimethylsilanylethyl)-1,2,5-thiadiazolidin-2-yl]-phenyl}-but-3-enyl)-isoindole-1,3-dione). Run in C1CCOC1 (THF), C1CCOC1 (THF). Run at time 2 hour. Product: C(C1=CC=CC=C1)OC=1C=C(C=CC1N1S(NC(C1)=O)(=O)=O)/C=C/CCN1C(C2=CC=CC=C2C1=O)=O (2-{(E)-4-[3-Benzyloxy-4-(1,1,4-trioxo-1,2,5-thiadiazolidin-2-yl)-phenyl]-but-3-enyl}-isoindole-1,3-dione). Reaction SMILES: [F-].C([N+](CCCC)(CCCC)CCCC)CCC.[N-]=C=O.[CH2:22]([O:29][C:30]1[CH:31]=[C:32](/[CH:50]=[CH:51]/[CH2:52][CH2:53][N:54]2[C:62](=[O:63])[C:61]3[C:56](=[CH:57][CH:58]=[CH:59][CH:60]=3)[C:55]2=[O:64])[CH:33]=[CH:34][C:35]=1[N:36]1[CH2:40][C:39](=[O:41])[N:38](CC[Si](C)(C)C)[S:37]1(=[O:49])=[O:48])[C:23]1[CH:28]=[CH:27][CH:26]=[CH:25][CH:24]=1>C1COCC1>[CH2:22]([O:29][C:30]1[CH:31]=[C:32](/[CH:50]=[CH:51]/[CH2:52][CH2:53][N:54]2[C:55](=[O:64])[C:56]3[C:61](=[CH:60][CH:59]=[CH:58][CH:57]=3)[C:62]2=[O:63])[CH:33]=[CH:34][C:35]=1[N:36]1[CH2:40][C:39](=[O:41])[NH:38][S:37]1(=[O:48])=[O:49])[C:23]1[CH:28]=[CH:27][CH:26]=[CH:25][CH:24]=1 |f:0.1|. Reported procedure: Tetrabutylammonium fluoride (1.0M in THF, 1.5 mL) is added to a suspension of PS-isocyanate resin (0.4 g) in THF (1.5 mL) and the mixture is stirred at RT for 2 h. The resin is filtered off and the filtrate is added to a solution of 2-((E)-4-{3-benzyloxy-4-[1,1,4-trioxo-5-(2-trimethylsilanylethyl)-1,2,5-thiadiazolidin-2-yl]-phenyl}-but-3-enyl)-isoindole-1,3-dione (90 mg, 0.146 mmol) in THF (1 mL). The reaction is stirred at 65° C. for 1 h and at RT for 18 h. The mixture is cooled and concentrate... Starting materials: CCOCC, CC(C)(NC(=O)c1cc2[nH]nc(NC(=O)c3ccccc3N)c2o1)c1ccccc1, ClCCl, O=C(Cl)C(=O)Cl, CN(C)C=O, c1ccncc1, O=C(O)c1ccc[nH]1. The product is CC(C)(NC(=O)c1cc2[nH]nc(NC(=O)c3ccccc3NC(=O)c3ccc[nH]3)c2o1)c1ccccc1. As a reaction SMILES: [CH2:54]([O:55][CH2:56][CH3:57])[CH3:58].[CH3:15][C:16]([CH3:17])([c:18]1[cH:19][cH:20][cH:21][cH:22][cH:23]1)[NH:24][C:25](=[O:26])[c:27]1[cH:28][c:29]2[nH:30][n:31][c:32]([NH:35][C:36]([c:37]3[c:38]([NH2:43])[cH:39][cH:40][cH:41][cH:42]3)=[O:44])[c:33]2[o:34]1.[Cl:51][CH2:52][Cl:53].[Cl:9][C:10]([C:11]([Cl:12])=[O:13])=[O:14].[O:59]=[CH:60][N:61]([CH3:62])[CH3:63].[cH:45]1[cH:46][cH:47][n:48][cH:49][cH:50]1.[nH:1]1[c:2]([C:6](=[O:7])[OH:8])[cH:3][cH:4][cH:5]1>>[nH:1]1[c:2]([C:6](=[O:8])[NH:43][c:38]2[c:37]([C:36]([NH:35][c:32]3[n:31][nH:30][c:29]4[cH:28][c:27]([C:25]([NH:24][C:16]([CH3:15])([CH3:17])[c:18]5[cH:19][cH:20][cH:21][cH:22][cH:23]5)=[O:26])[o:34][c:33]43)=[O:44])[cH:42][cH:41][cH:40][cH:39]2)[cH:3][cH:4][cH:5]1. The reactants are CC(C)C[Al+]CC(C)C, Cc1ccccc1, [Cl-], [H-], [NH4+], CC(C)OC(=O)c1ccc2c(c1)ncn2-c1cccc(-c2ccccc2)c1. The product is OCc1ccc2c(c1)ncn2-c1cccc(-c2ccccc2)c1. Reaction SMILES: [CH2:29]([Al+:30][CH2:31][CH:32]([CH3:33])[CH3:34])[CH:35]([CH3:36])[CH3:37].[CH3:40][c:41]1[cH:42][cH:43][cH:44][cH:45][cH:46]1.[Cl-:38].[H-:28].[NH4+:39].[c:1]1(-[c:22]2[cH:23][cH:24][cH:25][cH:26][cH:27]2)[cH:2][c:3](-[n:7]2[cH:8][n:9][c:10]3[c:11]2[cH:12][cH:13][c:14]([C:16](=[O:17])[O:18][CH:19]([CH3:20])[CH3:21])[cH:15]3)[cH:4][cH:5][cH:6]1>>[c:1]1(-[c:22]2[cH:23][cH:24][cH:25][cH:26][cH:27]2)[cH:2][c:3](-[n:7]2[cH:8][n:9][c:10]3[c:11]2[cH:12][cH:13][c:14]([CH2:16][OH:17])[cH:15]3)[cH:4][cH:5][cH:6]1. Procedure details: A mixture of (E)-4-[[3-(4-fluorophenyl)-2-propenyl]oxy]-alpha-oxobenzeneacetic acid methyl ester (0.5 g) in methanol and 0.5N sodium hydroxide (8 mL) was treated as in Example 19. Extraction provided solids which were crystallized from diethyl ether-hexane to give 0.43 g of colorless (E)-4-[[3-(4-fluorophenyl)-2-propenyl]oxy]-alpha-oxobenzeneacetic acid, mp 132°-133° C. Reactants: COC(C(C1=CC=C(C=C1)OC\C=C\C1=CC=C(C=C1)F)=O)=O ((E)-4-[[3-(4-fluorophenyl)-2-propenyl]oxy]-alpha-oxobenzeneacetic acid methyl ester). The yield is 90.0%. Reaction SMILES: C[O:2][C:3](=[O:23])[C:4](=[O:22])[C:5]1[CH:10]=[CH:9][C:8]([O:11][CH2:12]/[CH:13]=[CH:14]/[C:15]2[CH:20]=[CH:19][C:18]([F:21])=[CH:17][CH:16]=2)=[CH:7][CH:6]=1>CO.[OH-].[Na+]>[F:21][C:18]1[CH:17]=[CH:16][C:15](/[CH:14]=[CH:13]/[CH2:12][O:11][C:8]2[CH:9]=[CH:10][C:5]([C:4](=[O:22])[C:3]([OH:23])=[O:2])=[CH:6][CH:7]=2)=[CH:20][CH:19]=1 |f:2.3|. Product: FC1=CC=C(C=C1)/C=C/COC1=CC=C(C=C1)C(C(=O)O)=O ((E)-4-[[3-(4-fluorophenyl)-2-propenyl]oxy]-alpha-oxobenzeneacetic acid). The solvent is CO (methanol), [OH-].[Na+] (sodium hydroxide). Starting materials: C[Si](C)(C)[SiH]([Si](C)(C)C)[Si](C)(C)C, Cc1ccccc1, COC(=O)c1ccc(C(F)(F)Cl)nc1C, NC=CC(=O)C(F)(F)Cl, COC(=O)CC(C)=O, O=C(O)C(F)(F)F. Product: COC(=O)c1ccc(C(F)F)nc1C. RXN SMILES: [CH3:40][Si:41]([SiH:42]([Si:43]([CH3:44])([CH3:45])[CH3:46])[Si:47]([CH3:48])([CH3:49])[CH3:50])([CH3:51])[CH3:52].[CH3:53][c:54]1[cH:55][cH:56][cH:57][cH:58][cH:59]1.[Cl:1][C:2]([c:3]1[n:4][c:5]([CH3:13])[c:6]([C:7](=[O:8])[O:9][CH3:10])[cH:11][cH:12]1)([F:14])[F:15].[NH2:24][CH:25]=[CH:26][C:27](=[O:28])[C:29]([Cl:30])([F:31])[F:32].[O:16]=[C:17]([CH3:18])[CH2:19][C:20]([O:21][CH3:22])=[O:23].[OH:33][C:34]([C:35]([F:36])([F:37])[F:38])=[O:39]>>[CH:2]([c:3]1[n:4][c:5]([CH3:13])[c:6]([C:7](=[O:8])[O:9][CH3:10])[cH:11][cH:12]1)([F:14])[F:15]. RXN SMILES: [Ag+:43].[C:21]([c:22]1[cH:23][cH:24][cH:25][c:26]([C:27]([CH3:28])([CH3:29])[CH3:30])[n:31]1)([CH3:32])([CH3:33])[CH3:34].[F:35][C:36]([F:37])([F:38])[S:39]([O-:40])(=[O:41])=[O:42].[I:14][CH2:15][C:16](=[O:17])[O:18][CH2:19][CH3:20].[cH:1]1[c:2]([CH2:11][CH2:12][OH:13])[cH:3][cH:4][c:5]2[cH:6][cH:7][cH:8][cH:9][c:10]12>>[cH:1]1[c:2]([CH2:11][CH2:12][O:13][CH2:15][C:16](=[O:17])[O:18][CH2:19][CH3:20])[cH:3][cH:4][c:5]2[cH:6][cH:7][cH:8][cH:9][c:10]12. The product is CCOC(=O)COCCc1ccc2ccccc2c1. The reactants are [Ag+], CC(C)(C)c1cccc(C(C)(C)C)n1, O=S(=O)([O-])C(F)(F)F, CCOC(=O)CI, OCCc1ccc2ccccc2c1. Starting materials: C([O-])([O-])=O.[Na+].[Na+] (sodium carbonate), 2-Me THF, BrC1=CN=CS1 (5-bromothiazole), CC1(OB(OC1(C)C)C=1C=C(C=CC1)NC1=NC=CC(=N1)C(F)(F)F)C (N-[3-(4,4,5,5-tetramethyl-1,3,2-dioxaborolan-2-yl)phenyl]-4-(trifluoromethyl)pyrimidin-2-amine). The reagents and catalysts are C1=CC=C(C=C1)P([C-]2C=CC=C2)C3=CC=CC=C3.C1=CC=C(C=C1)P([C-]2C=CC=C2)C3=CC=CC=C3.Cl[Pd]Cl.[Fe+2] (Pd(dppf)Cl2). Run in O (water), CCOC(=O)C (EtOAc). Reaction conditions: temperature 80 celsius. Yields the product S1C=NC=C1C=1C=C(C=CC1)NC1=NC=CC(=N1)C(F)(F)F (N-[3-(1,3-thiazol-5-yl)phenyl]-4-(trifluoromethyl)pyrimidin-2-amine). Isolated yield 73.7%. As a reaction SMILES: CC1(C)C(C)(C)OB([C:9]2[CH:10]=[C:11]([NH:15][C:16]3[N:21]=[C:20]([C:22]([F:25])([F:24])[F:23])[CH:19]=[CH:18][N:17]=3)[CH:12]=[CH:13][CH:14]=2)O1.Br[C:28]1[S:32][CH:31]=[N:30][CH:29]=1.C(=O)([O-])[O-].[Na+].[Na+]>O.CCOC(C)=O.C1C=CC(P(C2C=CC=CC=2)[C-]2C=CC=C2)=CC=1.C1C=CC(P(C2C=CC=CC=2)[C-]2C=CC=C2)=CC=1.Cl[Pd]Cl.[Fe+2]>[S:32]1[C:28]([C:9]2[CH:10]=[C:11]([NH:15][C:16]3[N:21]=[C:20]([C:22]([F:23])([F:24])[F:25])[CH:19]=[CH:18][N:17]=3)[CH:12]=[CH:13][CH:14]=2)=[CH:29][N:30]=[CH:31]1 |f:2.3.4,7.8.9.10|. Reported procedure: Pd(dppf)Cl2 (1.01 g, 1.23 mmol) and Intermediate 6 (9.0 g, 25 mmol) were combined in a flask and were evacuated and back-filled with nitrogen (×3). Added 2-Me THF (90 mL), 5-bromothiazole (4.45 g, 27.1 mmol), and aqueous sodium carbonate (24.7 mL, 49.3 mmol) sequentially. Sealed the flask and heated to 80° C. for 15 h. The brown solution was allowed to cool to rt, then diluted with water and EtOAc. The layers were separated, and the aqueous portion was extracted with EtOAc (2×). The combined org... Reactants: CC(=O)[O-], CC(=O)O, Cl, COc1ccc(N)c(OC)n1, [Na+], O=C1OC(=O)c2ccccc21. Product: COc1ccc(N2C(=O)c3ccccc3C2=O)c(OC)n1. Reaction SMILES: [CH3:25][C:26](=[O:27])[O-:28].[CH3:29][C:30](=[O:31])[OH:32].[ClH:12].[NH2:13][c:14]1[c:15]([O:22][CH3:23])[n:16][c:17]([O:20][CH3:21])[cH:18][cH:19]1.[Na+:24].[O:1]=[C:2]1[O:3][C:4](=[O:5])[c:6]2[cH:7][cH:8][cH:9][cH:10][c:11]21>>[C:2]1(=[O:3])[c:11]2[c:6]([cH:7][cH:8][cH:9][cH:10]2)[C:4](=[O:5])[N:13]1[c:14]1[c:15]([O:22][CH3:23])[n:16][c:17]([O:20][CH3:21])[cH:18][cH:19]1. Reactants: [Li]CCCC, CCCCCC, COP(C)(=O)OC, Cl, C1CCOC1, CCOC(=O)COc1ccc2[nH]ccc2c1. The product is COP(=O)(CC(=O)COc1ccc2[nH]ccc2c1)OC. RXN SMILES: [CH2:1]([Li:2])[CH2:3][CH2:4][CH3:5].[CH3:30][CH2:31][CH2:32][CH2:33][CH2:34][CH3:35].[CH3:6][P:7]([O:8][CH3:9])([O:10][CH3:11])=[O:12].[ClH:29].[O:36]1[CH2:37][CH2:38][CH2:39][CH2:40]1.[nH:13]1[cH:14][cH:15][c:16]2[cH:17][c:18]([O:22][CH2:23][C:24](=[O:25])[O:26][CH2:27][CH3:28])[cH:19][cH:20][c:21]12>>[CH2:6]([P:7]([O:8][CH3:9])([O:10][CH3:11])=[O:12])[C:24]([CH2:23][O:22][c:18]1[cH:17][c:16]2[cH:15][cH:14][nH:13][c:21]2[cH:20][cH:19]1)=[O:25].